Dataset: the Open Reaction Database (ORD), a public repository of structured organic reaction records. Task: describe an organic reaction: reactants, conditions, products, and yield Reactants: N[C@H](CNC=1SC(=NN1)C1=C(C=C(C(=C1)F)[N+](=O)[O-])F)CC1=CC=C(C=C1)C(F)(F)F (N—((S)-2-amino-3-(4-(trifluoromethyl)phenyl)propyl)-5-(2,5-difluoro-4-nitrophenyl)-1,3,4-thiadiazol-2-amine), FC1=C(C=C(C(=C1)[N+](=O)[O-])F)C(=O)O (2,5-difluoro-4-nitrobenzenecarboxylic acid), FC1=C(C=C(C(=C1)[N+](=O)[O-])F)C(=O)O (2,5-Difluoro-4-nitrobenzenecarboxylic acid). Product: N[C@H](CNC1=NN=C(S1)C=1C=C2CC(NC2=CC1F)=O)CC1=CC=C(C=C1)C(F)(F)F (5-(5-((S)-2-Amino-3-(4-(trifluoromethyl)phenyl)propylamino)-1,3,4-thiadiazol-2-yl)-6-fluoroindolin-2-one). Reaction SMILES: [NH2:1][C@@H:2]([CH2:21][C:22]1[CH:27]=[CH:26][C:25]([C:28]([F:31])([F:30])[F:29])=[CH:24][CH:23]=1)[CH2:3][NH:4][C:5]1[S:6][C:7]([C:10]2[CH:15]=[C:14](F)[C:13]([N+:17]([O-])=O)=[CH:12][C:11]=2[F:20])=[N:8][N:9]=1.FC1C=C([N+]([O-])=O)C(F)=C[C:34]=1[C:43](O)=[O:44]>>[NH2:1][C@@H:2]([CH2:21][C:22]1[CH:27]=[CH:26][C:25]([C:28]([F:30])([F:31])[F:29])=[CH:24][CH:23]=1)[CH2:3][NH:4][C:5]1[S:6][C:7]([C:10]2[CH:15]=[C:14]3[C:13](=[CH:12][C:11]=2[F:20])[NH:17][C:43](=[O:44])[CH2:34]3)=[N:8][N:9]=1. Reported procedure: The title compound was prepared according to the procedure described for Example 2 starting with N—((S)-2-amino-3-(4-(trifluoromethyl)phenyl)propyl)-5-(2,5-difluoro-4-nitrophenyl)-1,3,4-thiadiazol-2-amine, which was prepared in a similar manner as shown in Scheme 1 with 2,5-difluoro-4-nitrobenzenecarboxylic acid as the starting material. 2,5-Difluoro-4-nitrobenzenecarboxylic acid was purchased from Ryan Scientific Inc. LCMS (API-ES) m/z (%): 452.5 (100%, M++H); 1H NMR (400 MHz, CD3OD): δ ppm 3.1... The reactants are CI (methyl iodide), N1(CCCCC1)CC1=CC=C(C=C1)NC(=O)C1CC2=CC(=CC=C2CC1)C1=CC=CC=C1 (N-[4-(piperidinomethyl)phenyl]-7-phenyl-1,2,3,4-tetrahydronaphthalene-2-carboxamide), C(C)(=O)OCC (ethyl acetate). The solvent is CN(C)C=O (DMF). Run at time 17 hour. The product is [I-].C1(=CC=CC=C1)C1=CC=C2CCC(CC2=C1)C(=O)NC1=CC=C(C[N+]2(CCCCC2)C)C=C1 (1-[4-(7-phenyl-1,2,3,4-tetrahydronaphthalene-2-carboxamido)benzyl]-1-methylpiperidinium iodide). As a reaction SMILES: [N:1]1([CH2:7][C:8]2[CH:13]=[CH:12][C:11]([NH:14][C:15]([CH:17]3[CH2:26][CH2:25][C:24]4[C:19](=[CH:20][C:21]([C:27]5[CH:32]=[CH:31][CH:30]=[CH:29][CH:28]=5)=[CH:22][CH:23]=4)[CH2:18]3)=[O:16])=[CH:10][CH:9]=2)[CH2:6][CH2:5][CH2:4][CH2:3][CH2:2]1.C[I:34].[C:35](OCC)(=O)C>CN(C=O)C>[I-:34].[C:27]1([C:21]2[CH:20]=[C:19]3[C:24]([CH2:25][CH2:26][CH:17]([C:15]([NH:14][C:11]4[CH:10]=[CH:9][C:8]([CH2:7][N+:1]5([CH3:35])[CH2:2][CH2:3][CH2:4][CH2:5][CH2:6]5)=[CH:13][CH:12]=4)=[O:16])[CH2:18]3)=[CH:23][CH:22]=2)[CH:28]=[CH:29][CH:30]=[CH:31][CH:32]=1 |f:4.5|. Procedure: To N-[4-(piperidinomethyl)phenyl]-7-phenyl-1,2,3,4-tetrahydronaphthalene-2-carboxamide (300 mg) dissolved in DMF (3 ml) was added methyl iodide (132 μl), and the resulting mixture was stirred at room temperature for 17 hours. The reaction mixture was mixed with ethyl acetate (100 ml), and the resulting precipitate was collected by filtration to obtain 1-[4-(7-phenyl-1,2,3,4-tetrahydronaphthalene-2-carboxamido)benzyl]-1-methylpiperidinium iodide (compound 83) (374 mg) as colorless crystals. The reactants are CO, CCC(=O)N1Cc2cn[nH]c2-c2cc([N+](=O)[O-])ccc21. Product: CCC(=O)N1Cc2cn[nH]c2-c2cc(N)ccc21. As a reaction SMILES: [CH3:21][OH:22].[N+:1]([O-:2])(=[O:3])[c:4]1[cH:5][c:6]2[c:11]([cH:12][cH:13]1)[N:10]([C:14]([CH2:15][CH3:16])=[O:17])[CH2:9][c:8]1[c:7]-2[nH:20][n:19][cH:18]1>>[NH2:1][c:4]1[cH:5][c:6]2[c:11]([cH:12][cH:13]1)[N:10]([C:14]([CH2:15][CH3:16])=[O:17])[CH2:9][c:8]1[c:7]-2[nH:20][n:19][cH:18]1. The reactants are ClCc1ccccc1, [H-], [Na+], O=S1(=O)CCCC1, CCOC(=O)c1nnn[nH]1. The product is CCOC(=O)c1nnnn1Cc1ccccc1. Reaction SMILES: [Cl:13][CH2:14][c:15]1[cH:16][cH:17][cH:18][cH:19][cH:20]1.[H-:1].[Na+:2].[S:21]1(=[O:26])(=[O:27])[CH2:22][CH2:23][CH2:24][CH2:25]1.[nH:3]1[n:4][n:5][n:6][c:7]1[C:8](=[O:9])[O:10][CH2:11][CH3:12]>>[n:3]1([CH2:14][c:15]2[cH:16][cH:17][cH:18][cH:19][cH:20]2)[n:4][n:5][n:6][c:7]1[C:8](=[O:9])[O:10][CH2:11][CH3:12]. The reactants are CI (methyl iodide), N1=C(C=CC=C1)C1SCCCS1 (2-(pyrid-2-yl)-1,3-dithiane), C(=S)=S (carbon disulphide), solution, C(CCC)[Li] (n-butyllithium). Solvent: CN(C)P(=O)(N(C)C)N(C)C (hexamethylphosphorotriamide), O1CCCC1 (tetrahydrofuran), O1CCCC1 (tetrahydrofuran), CN(C)P(=O)(N(C)C)N(C)C (hexamethylphosphorotriamide), O1CCCC1 (tetrahydrofuran), CN(C)P(=O)(N(C)C)N(C)C (hexamethylphosphorotriamide), O1CCCC1 (tetrahydrofuran), CN(C)P(=O)(N(C)C)N(C)C (hexamethylphosphorotriamide), C(C)O (ethanol), CCCCCC (hexane). Conditions: temperature -60 celsius, time 15 minute. Yields the product N1=C(C=CC=C1)C1(SCCCS1)C(=S)SC (Methyl 2-(pyrid-2-yl)-1,3-dithiane-2-carbodithioate). Isolated yield 14.7%. RXN SMILES: C([Li])CCC.[N:6]1[CH:11]=[CH:10][CH:9]=[CH:8][C:7]=1[CH:12]1[S:17][CH2:16][CH2:15][CH2:14][S:13]1.[C:18](=[S:20])=[S:19].[CH3:21]I>CCCCCC.CN(P(N(C)C)(N(C)C)=O)C.O1CCCC1.C(O)C>[N:6]1[CH:11]=[CH:10][CH:9]=[CH:8][C:7]=1[C:12]1([C:18]([S:20][CH3:21])=[S:19])[S:13][CH2:14][CH2:15][CH2:16][S:17]1. Reported procedure: A mixture of anhydrous hexamethylphosphorotriamide and anhydrous tetrahydrofuran (47/53 by volume; 140 cc) is added dropwise and in the course of 10 minutes to a 1.6 M solution of n-butyllithium in hexane (140 cc), kept under a nitrogen atmosphere and cooled to -60° C. A solution of 2-(pyrid-2-yl)-1,3-dithiane (36 g) in a mixture of anhydrous hexamethylphosphorotriamide and anhydrous tetrahydrofuran (47/53 by volume; 140 cc) is then added in the course of 20 minutes and at the same temperature. ... The reactants are COC(=O)Nc1cc(OCCOCc2ccccc2)ccc1[N+](=O)[O-], CN(C)C=O, [H-], CI, [Na+]. Yields the product COC(=O)N(C)c1cc(OCCOCc2ccccc2)ccc1[N+](=O)[O-]. As a reaction SMILES: [CH3:1][O:2][C:3]([NH:4][c:5]1[c:6]([N+:22](=[O:23])[O-:24])[cH:7][cH:8][c:9]([O:11][CH2:12][CH2:13][O:14][CH2:15][c:16]2[cH:17][cH:18][cH:19][cH:20][cH:21]2)[cH:10]1)=[O:25].[CH3:30][N:31]([CH3:32])[CH:33]=[O:34].[H-:29].[I:26][CH3:27].[Na+:28]>>[CH3:1][O:2][C:3]([N:4]([c:5]1[c:6]([N+:22](=[O:23])[O-:24])[cH:7][cH:8][c:9]([O:11][CH2:12][CH2:13][O:14][CH2:15][c:16]2[cH:17][cH:18][cH:19][cH:20][cH:21]2)[cH:10]1)[CH3:27])=[O:25]. Starting materials: COC(\C=C/C1=C(C(=O)OC(C)C)C(=CC=C1)C(F)(F)F)=O ((Z)-isopropyl 2-(3-methoxy-3-oxoprop-1-enyl)-6-(trifluoromethyl)benzoate), O (water), [OH-].[Li+] (lithium hydroxide), C(=O)([O-])[O-].[Na+].[Na+] (Na2CO3). The solvent is C1CCOC1 (THF), C(=O)(O)[O-].[Na+] (NaHCO3). Run at time 3 hour. Product: C(C)(C)OC(=O)C1=C(C=CC=C1C(F)(F)F)\C=C/C(=O)O ((Z)-3-(2-(Isopropoxycarbonyl)-3-(trifluoromethyl)phenyl)acrylic acid). Yield: 92.0%. As a reaction SMILES: C[O:2][C:3](=[O:22])/[CH:4]=[CH:5]\[C:6]1[CH:17]=[CH:16][CH:15]=[C:14]([C:18]([F:21])([F:20])[F:19])[C:7]=1[C:8]([O:10][CH:11]([CH3:13])[CH3:12])=[O:9].O.[OH-].[Li+].C([O-])([O-])=O.[Na+].[Na+]>C1COCC1.C([O-])(O)=O.[Na+]>[CH:11]([O:10][C:8]([C:7]1[C:14]([C:18]([F:19])([F:21])[F:20])=[CH:15][CH:16]=[CH:17][C:6]=1/[CH:5]=[CH:4]\[C:3]([OH:22])=[O:2])=[O:9])([CH3:13])[CH3:12] |f:2.3,4.5.6,8.9|. Procedure: To a solution of (Z)-isopropyl 2-(3-methoxy-3-oxoprop-1-enyl)-6-(trifluoromethyl)benzoate from Example 1, Part D (1.88 g, 5.94 mmol) in 20 mL of THF and 10 mL of water was added lithium hydroxide (157 mg, 6.53 mmol). The reaction was allowed to stir at ambient temperature for 3 h. The reaction was diluted with sat'd aq NaHCO3 and sat'd aq Na2CO3 to pH 8-9 and extracted with 1:1 hexane/ethyl acetate. The organics were discarded. The aqueous layer was acidified carefully with conc. HCl and extract... Reported procedure: Into a 50-mL round-bottom flask, was placed methanol (5 mL), methyl 4-[5-(3,5-dichloro-4-fluorophenyl)-5-(trifluoromethyl)-4,5-dihydro-1,2-oxazol-3-yl]-2-methylbenzoate (60 mg, 0.13 mmol, 1.00 equiv), 15% NaOH (2 mL). The resulting solution was stirred for 2 h at 60° C. in an oil bath. The reaction mixture was cooled. The resulting mixture was concentrated under vacuum. The pH value of the solution was adjusted to 3-4 with hydrogen chloride (3 mol/L). The resulting solution was extracted with 3×... Reactants: ClC=1C=C(C=C(C1F)Cl)C1(CC(=NO1)C1=CC(=C(C(=O)OC)C=C1)C)C(F)(F)F (methyl 4-[5-(3,5-dichloro-4-fluorophenyl)-5-(trifluoromethyl)-4,5-dihydro-1,2-oxazol-3-yl]-2-methylbenzoate), [OH-].[Na+] (NaOH). Product: ClC=1C=C(C=C(C1F)Cl)C1(CC(=NO1)C1=CC(=C(C(=O)O)C=C1)C)C(F)(F)F (4-[5-(3,5-dichloro-4-fluorophenyl)-5-(trifluoromethyl)-4,5-dihydro-1,2-oxazol-3-yl]-2-methylbenzoic acid). Reaction SMILES: [Cl:1][C:2]1[CH:3]=[C:4]([C:10]2([C:26]([F:29])([F:28])[F:27])[O:14][N:13]=[C:12]([C:15]3[CH:24]=[CH:23][C:18]([C:19]([O:21]C)=[O:20])=[C:17]([CH3:25])[CH:16]=3)[CH2:11]2)[CH:5]=[C:6]([Cl:9])[C:7]=1[F:8].[OH-].[Na+]>CO>[Cl:1][C:2]1[CH:3]=[C:4]([C:10]2([C:26]([F:28])([F:29])[F:27])[O:14][N:13]=[C:12]([C:15]3[CH:24]=[CH:23][C:18]([C:19]([OH:21])=[O:20])=[C:17]([CH3:25])[CH:16]=3)[CH2:11]2)[CH:5]=[C:6]([Cl:9])[C:7]=1[F:8] |f:1.2|. Reaction conditions: temperature 60 celsius, time 2 hour. The solvent is CO (methanol).